From a dataset of the Open Reaction Database (ORD), a public repository of structured organic reaction records. describe an organic reaction: reactants, conditions, products, and yield The reactants are COc1ccc(S(=O)(=O)Cl)cc1, Clc1ccc(-c2cc3ccccc3o2)cc1, COc1ccc(S(=O)(=O)c2c(-c3ccc(Cl)cc3)oc3ccccc23)cc1. Product: O=S(=O)(c1ccc(O)cc1)c1c(-c2ccc(Cl)cc2)oc2ccccc12. Reaction SMILES: [CH3:17][O:18][c:19]1[cH:20][cH:21][c:22]([S:23]([Cl:24])(=[O:25])=[O:26])[cH:27][cH:28]1.[Cl:1][c:2]1[cH:3][cH:4][c:5](-[c:6]2[o:7][c:8]3[cH:9][cH:10][cH:11][cH:12][c:13]3[cH:14]2)[cH:15][cH:16]1.[Cl:29][c:30]1[cH:31][cH:32][c:33](-[c:36]2[o:37][c:38]3[c:39]([c:40]2[S:41](=[O:42])(=[O:43])[c:44]2[cH:45][cH:46][c:47]([O:50][CH3:51])[cH:48][cH:49]2)[cH:52][cH:53][cH:54][cH:55]3)[cH:34][cH:35]1>>[Cl:29][c:30]1[cH:31][cH:32][c:33](-[c:36]2[o:37][c:38]3[c:39]([c:40]2[S:41](=[O:42])(=[O:43])[c:44]2[cH:45][cH:46][c:47]([OH:50])[cH:48][cH:49]2)[cH:52][cH:53][cH:54][cH:55]3)[cH:34][cH:35]1. Reactants: C([O-])([O-])=O.[K+].[K+] (potassium carbonate), CC1C(CCCCC1)=O (2-methylcycloheptanone), ice water, [N-]=[N+]=[N-].[Na+] (sodium azide). Solvent: Cl (hydrochloric acid). Conditions: time 2 hour. Product: CC1CCCCCC(N1)=O (8-methylperhydroazocin-2-one). Reaction SMILES: [CH3:1][CH:2]1[CH2:8][CH2:7][CH2:6][CH2:5][CH2:4][C:3]1=[O:9].[N-:10]=[N+]=[N-].[Na+].C(=O)([O-])[O-].[K+].[K+]>Cl>[CH3:1][CH:2]1[NH:10][C:3](=[O:9])[CH2:4][CH2:5][CH2:6][CH2:7][CH2:8]1 |f:1.2,3.4.5|. Procedure details: Cool a solution of 17 g 2-methylcycloheptanone in 75 ml concentrated hydrochloric acid and add protionwise 13.2 g sodium azide. Stir the reaction of 0° for 1 hour then at room temperature for 2 hours. Add the reaction to 150 ml ice water, bring to pH 7 with potassium carbonate and extract with chloroform. Treat the extracts with charcoal, dry over MgSO4, filter and concentrate to obtain crude 8-methylperhydroazocin-2-one. Obtain a pure product by recrystallization from hexane (m.p. 70-73). Starting materials: BrC1=CC=C(C=C1)N1C(=NC2=C1C=CC=C2)C2=CC=CC=C2 (1-(4-bromophenyl)-2-phenyl-1H-benzimidazole), C1(=CC=CC=C1)C=1C2=CC=CC=C2C(=C2C=CC(=CC12)B(O)O)C1=CC=CC=C1 (9,10-diphenylanthracene-2-boronic acid), aqueous solution, C([O-])([O-])=O.[Na+].[Na+] (sodium carbonate). Reagents/catalysts: C=1C=CC(=CC1)[P](C=2C=CC=CC2)(C=3C=CC=CC3)[Pd]([P](C=4C=CC=CC4)(C=5C=CC=CC5)C=6C=CC=CC6)([P](C=7C=CC=CC7)(C=8C=CC=CC8)C=9C=CC=CC9)[P](C=1C=CC=CC1)(C=1C=CC=CC1)C=1C=CC=CC1 (tetrakis(triphenylphosphine)palladium). The solvent is COCCOC (1,2-dimethoxyethane). Product: C1(=CC=CC=C1)C=1C2=CC=CC=C2C(=C2C=CC(=CC12)C1=CC=C(C=C1)N1C(=NC2=C1C=CC=C2)C2=CC=CC=C2)C2=CC=CC=C2 (1-[4-(9,10-diphenylanthracen-2-yl)phenyl]-2-phenyl-1H-benzimidazole). Yield: 92.1%. As a reaction SMILES: Br[C:2]1[CH:7]=[CH:6][C:5]([N:8]2[C:12]3[CH:13]=[CH:14][CH:15]=[CH:16][C:11]=3[N:10]=[C:9]2[C:17]2[CH:22]=[CH:21][CH:20]=[CH:19][CH:18]=2)=[CH:4][CH:3]=1.[C:23]1([C:29]2[C:30]3[C:35]([C:36]([C:46]4[CH:51]=[CH:50][CH:49]=[CH:48][CH:47]=4)=[C:37]4[C:42]=2[CH:41]=[C:40](B(O)O)[CH:39]=[CH:38]4)=[CH:34][CH:33]=[CH:32][CH:31]=3)[CH:28]=[CH:27][CH:26]=[CH:25][CH:24]=1.C(=O)([O-])[O-].[Na+].[Na+]>C1C=CC([P]([Pd]([P](C2C=CC=CC=2)(C2C=CC=CC=2)C2C=CC=CC=2)([P](C2C=CC=CC=2)(C2C=CC=CC=2)C2C=CC=CC=2)[P](C2C=CC=CC=2)(C2C=CC=CC=2)C2C=CC=CC=2)(C2C=CC=CC=2)C2C=CC=CC=2)=CC=1.COCCOC>[C:23]1([C:29]2[C:30]3[C:35]([C:36]([C:46]4[CH:51]=[CH:50][CH:49]=[CH:48][CH:47]=4)=[C:37]4[C:42]=2[CH:41]=[C:40]([C:2]2[CH:3]=[CH:4][C:5]([N:8]5[C:12]6[CH:13]=[CH:14][CH:15]=[CH:16][C:11]=6[N:10]=[C:9]5[C:17]5[CH:22]=[CH:21][CH:20]=[CH:19][CH:18]=5)=[CH:6][CH:7]=2)[CH:39]=[CH:38]4)=[CH:34][CH:33]=[CH:32][CH:31]=3)[CH:28]=[CH:27][CH:26]=[CH:25][CH:24]=1 |f:2.3.4,^1:61,63,82,101|. Procedure: 1.0 g (2.9 mmol) of 1-(4-bromophenyl)-2-phenyl-1H-benzimidazole, 1.2 g (3.2 mmol) of 9,10-diphenylanthracene-2-boronic acid, and 0.067 g (0.058 mmol) of tetrakis(triphenylphosphine)palladium were dissolved into 20 mL of 1,2-dimethoxyethane. Then, 10 mL of a 2 M aqueous solution of sodium carbonate were added, and the whole was refluxed under heating for 8 hours in an argon atmosphere. After the completion of the reaction, the resultant was filtered, and the resultant solid was washed with water,... The reactants are BrC=1C=CC=2N(C1)C(=NN2)C(F)(F)C=2N=NC(=CC2)Cl (6-bromo-3-((6-chloropyridazin-3-yl)difluoromethyl)-[1,2,4]triazolo[4,3-a]pyridine), COC1=C(C=CC(=C1)OC)CN ((2,4-dimethoxyphenyl)methanamine), C(=O)(O)[O-].[Na+] (NaHCO3). The solvent is CC(C)O (IPA). Reaction conditions: temperature 140 celsius. Product: BrC=1C=CC=2N(C1)C(=NN2)C(C2=CC=C(N=N2)NCC2=C(C=C(C=C2)OC)OC)(F)F (6-((6-bromo-[1,2,4]triazolo[4,3-a]pyridin-3-yl)difluoromethyl)-N-(2,4-dimethoxybenzyl)pyridazin-3-amine). Isolated yield 88.0%. Reaction SMILES: [Br:1][C:2]1[CH:3]=[CH:4][C:5]2[N:6]([C:8]([C:11]([C:14]3[N:15]=[N:16][C:17](Cl)=[CH:18][CH:19]=3)([F:13])[F:12])=[N:9][N:10]=2)[CH:7]=1.[CH3:21][O:22][C:23]1[CH:28]=[C:27]([O:29][CH3:30])[CH:26]=[CH:25][C:24]=1[CH2:31][NH2:32].C([O-])(O)=O.[Na+]>CC(O)C>[Br:1][C:2]1[CH:3]=[CH:4][C:5]2[N:6]([C:8]([C:11]([F:13])([F:12])[C:14]3[N:15]=[N:16][C:17]([NH:32][CH2:31][C:24]4[CH:25]=[CH:26][C:27]([O:29][CH3:30])=[CH:28][C:23]=4[O:22][CH3:21])=[CH:18][CH:19]=3)=[N:9][N:10]=2)[CH:7]=1 |f:2.3|. Procedure: A reaction mixture of 6-bromo-3-((6-chloropyridazin-3-yl)difluoromethyl)-[1,2,4]triazolo[4,3-a]pyridine (0.5 g, 1.387 mmol), (2,4-dimethoxyphenyl)methanamine (0.696 g, 4.16 mmol) and NaHCO3 (0.58 g, 7.0 mmol) in IPA (10 mL) was heated at 140° C. in a microwave for 1 hr. The solvent was removed via rotary evaporation and the resulting residue was reconstituted in EtOAc. The organic solution was washed with water, separated and passed through a short silica plug to provide the title compound, 6-((... RXN SMILES: [Cl:1][C:2]1[CH:7]=[CH:6][C:5]([N:8]2[C:13](=[O:14])[N:12]([CH3:15])[C:11]3[CH:16]=[C:17]([O:20]C)[CH:18]=[CH:19][C:10]=3[S:9]2(=[O:23])=[O:22])=[CH:4][CH:3]=1.B(Br)(Br)Br>C(Cl)Cl>[Cl:1][C:2]1[CH:7]=[CH:6][C:5]([N:8]2[C:13](=[O:14])[N:12]([CH3:15])[C:11]3[CH:16]=[C:17]([OH:20])[CH:18]=[CH:19][C:10]=3[S:9]2(=[O:22])=[O:23])=[CH:4][CH:3]=1. Product: ClC1=CC=C(C=C1)N1S(C2=C(N(C1=O)C)C=C(C=C2)O)(=O)=O (2-(4-chlorophenyl)-6-hydroxy-4-methyl-2H-1,2,4-benzothiadiazine-3(4H)-one 1,1-dioxide). The yield is 93.5%. Run at time 8 hour. The reactants are ClC1=CC=C(C=C1)N1S(C2=C(N(C1=O)C)C=C(C=C2)OC)(=O)=O (2-(4-chlorophenyl)-6-methoxy-4-methyl-2H-1,2,4-benzothiadiazine-3(4H)-one 1,1-dioxide), B(Br)(Br)Br (boron tribromide), ice water. Reported procedure: To a solution of 2-(4-chlorophenyl)-6-methoxy-4-methyl-2H-1,2,4-benzothiadiazine-3(4H)-one 1,1-dioxide (21.0 g) in methylene chloride (200 ml) was added boron tribromide (1N solution in methylene chloride, 89.2 ml) at ambient temperature. The mixture was stirred for 8 hours at the same temperature and then poured into ice water. The separated solid was collected by filtration, dried, and recrystallized from ethanol to yield 2-(4-chlorophenyl)-6-hydroxy-4-methyl-2H-1,2,4-benzothiadiazine-3(4H)-on... Run in C(Cl)Cl (methylene chloride). The reactants are CCOC(=O)CSc1cnc(N)s1, COCC(C)Oc1cc(Oc2cc(F)cc(F)c2)cc(C(=O)O)c1. Yields the product CCOC(=O)CSc1cnc(NC(=O)c2cc(Oc3cc(F)cc(F)c3)cc(OC(C)COC)c2)s1. Reaction SMILES: [CH2:25]([CH3:26])[O:27][C:28]([CH2:29][S:30][c:31]1[cH:32][n:33][c:34]([NH2:36])[s:35]1)=[O:37].[F:1][c:2]1[cH:3][c:4]([O:5][c:6]2[cH:7][c:8]([C:9](=[O:10])[OH:11])[cH:12][c:13]([O:15][CH:16]([CH2:17][O:18][CH3:19])[CH3:20])[cH:14]2)[cH:21][c:22]([F:24])[cH:23]1>>[F:1][c:2]1[cH:3][c:4]([O:5][c:6]2[cH:7][c:8]([C:9](=[O:11])[NH:36][c:34]3[n:33][cH:32][c:31]([S:30][CH2:29][C:28]([O:27][CH2:25][CH3:26])=[O:37])[s:35]3)[cH:12][c:13]([O:15][CH:16]([CH2:17][O:18][CH3:19])[CH3:20])[cH:14]2)[cH:21][c:22]([F:24])[cH:23]1. The reactants are C1CCOC1, ClCc1c(Cl)cccc1Cl, NC(Cc1c[nH]cn1)C(=O)O, N. Product: NC(Cc1cn(Cc2c(Cl)cccc2Cl)cn1)C(=O)O. As a reaction SMILES: [CH2:23]1[O:24][CH2:25][CH2:26][CH2:27]1.[Cl:13][c:14]1[c:15]([CH2:16][Cl:17])[c:18]([Cl:22])[cH:19][cH:20][cH:21]1.[NH2:1][CH:2]([CH2:3][c:4]1[cH:5][nH:6][cH:7][n:8]1)[C:9](=[O:10])[OH:11].[NH3:12]>>[NH2:1][CH:2]([CH2:3][c:4]1[cH:5][n:6]([CH2:16][c:15]2[c:14]([Cl:13])[cH:21][cH:20][cH:19][c:18]2[Cl:22])[cH:7][n:8]1)[C:9](=[O:10])[OH:11].